This data is from the Open Reaction Database (ORD), a public repository of structured organic reaction records. The task is: describe an organic reaction: reactants, conditions, products, and yield Conditions: time 1 hour. Starting materials: CC(=CCOC=1C=CC=C(OCCNC(OCC)=O)C1)C (ethyl N-{2[5-(3-methyl-2-butenoxy)phenoxy]ethyl}carbamate), ClC1=CC(=CC=C1)C(=O)OO (m-chloroperbenzoic acid), CCOCC (Ether), O (water). Yields the product CC1(C(COC2=CC=C(OCCNC(OCC)=O)C=C2)O1)C (ethyl N-{2-[4-(3-methyl-2,3-epoxybutoxy)phenoxy]ethyl }carbamate), compound 27. RXN SMILES: CC(C)=CCO[C:6]1[CH:7]=[CH:8][CH:9]=[C:10]([CH:20]=1)[O:11][CH2:12][CH2:13][NH:14][C:15](=[O:19])[O:16][CH2:17][CH3:18].ClC1C=C[CH:26]=[C:25]([C:29]([O:31]O)=O)[CH:24]=1.[CH3:33]COCC.[OH2:38]>C(Cl)Cl>[CH3:26][C:25]1([CH3:24])[O:31][CH:29]1[CH2:33][O:38][C:7]1[CH:6]=[CH:20][C:10]([O:11][CH2:12][CH2:13][NH:14][C:15](=[O:19])[O:16][CH2:17][CH3:18])=[CH:9][CH:8]=1. The solvent is C(Cl)Cl (methylene chloride). Procedure details: To ethyl N-{2[5-(3-methyl-2-butenoxy)phenoxy]ethyl}carbamate (0.46 g, 1.6 mmol) in 10 ml of methylene chloride at 5° is added m-chloroperbenzoic acid (0.29 g, 1.7 mmol) in portions over 15 min. The mixture is stirred at 5° for 1 hour, then allowed to warn to RT and stirred for 1.5 hours longer. Ether is added to the reaction mixture and it is poured into water and washed with 10% sodium sulfite, with saturated sodium bicarbonate, with water until neutral and with brine. The organic layer is drie... Starting materials: [H-].[Na+] (NaH), FC(C=1C=C(C=CC1)O)(F)F (3-(trifluoromethyl) phenol), CN(C)C=O (DMF), BrC1=NC(=CC(=C1)SC)Br (2,6-dibromo-4-methylmercapto pyridine). Solvent: CCCCCC (hexane). Reaction conditions: temperature 110 celsius, time 2 hour. Product: C1(=CC=CC=C1)NC(=O)C1=NC(=CC(=C1)SC)OC1=CC(=CC=C1)C(F)(F)F (N-phenyl-4-methylmercapto-6-{3-(trifluoromethyl)phenoxy}-2-pyridine carboxamide). Reaction SMILES: [F:1][C:2]([F:11])([F:10])[C:3]1[CH:4]=[C:5]([OH:9])[CH:6]=[CH:7][CH:8]=1.[H-].[Na+].Br[C:15]1[CH:20]=[C:19]([S:21][CH3:22])[CH:18]=[C:17](Br)[N:16]=1.[CH3:24][N:25]([CH:27]=[O:28])C>CCCCCC>[C:24]1([NH:25][C:27]([C:15]2[CH:20]=[C:19]([S:21][CH3:22])[CH:18]=[C:17]([O:9][C:5]3[CH:6]=[CH:7][CH:8]=[C:3]([C:2]([F:10])([F:11])[F:1])[CH:4]=3)[N:16]=2)=[O:28])[CH:5]=[CH:4][CH:3]=[CH:8][CH:7]=1 |f:1.2|. Reported procedure: 2.06 g (0.0106×1.2 mol) of 3-(trifluoromethyl) phenol was dissolved in about 20 ml of DMF. The solution was further mixed with 0.45 g (ca. 60% in mineral oil; 0.0106×1.06 mol) of NaH and then with 3.00 g (0.0106 mol) of 2,6-dibromo-4-methylmercapto pyridine. After stirring at about 110° C. for about 2 hours, the mixture was allowed to stand for cooling to room temperature. After the reaction solution was distributed in hexane-saturated sodium bicarbonate water, the organic phase of the obtained ... Reactants: CN(CCN)C (N,N-Dimethylethylenediamine), ClC1=C(C=C(C(=O)NC)C=C1)[N+](=O)[O-] (4-chloro-N-methyl-3-nitrobenzamide). Run in C(C)(=O)OCC (ethyl acetate). Reaction conditions: temperature 100 celsius, time 14 hour. The product is CN(CCNC1=C(C=C(C(=O)NC)C=C1)[N+](=O)[O-])C (4-{[2-(Dimethylamino)ethyl]amino}-N-methyl-3-nitrobenzamide). As a reaction SMILES: [CH3:1][N:2]([CH3:6])[CH2:3][CH2:4][NH2:5].Cl[C:8]1[CH:17]=[CH:16][C:11]([C:12]([NH:14][CH3:15])=[O:13])=[CH:10][C:9]=1[N+:18]([O-:20])=[O:19]>C(OCC)(=O)C>[CH3:1][N:2]([CH3:6])[CH2:3][CH2:4][NH:5][C:8]1[CH:17]=[CH:16][C:11]([C:12]([NH:14][CH3:15])=[O:13])=[CH:10][C:9]=1[N+:18]([O-:20])=[O:19]. Procedure details: N,N-Dimethylethylenediamine (3.30 ml) was added to 4-chloro-N-methyl-3-nitrobenzamide (3.220 g) and the mixture was stirred for 14 hours at 100° C. The reaction mixture, with ethyl acetate added thereto, was washed with 1N sodium hydroxide aqueous solution and saturated brine successively, dried over sodium sulfate anhydride, and concentrated, thereby yielding the entitled compound (3.687 g) as yellowish orange solid. Starting materials: C(C)OCC (diethyl ether), [H-].[Na+] (Sodium hydride), COC(C(C)O)OC (1,1-dimethoxypropan-2-ol), Cl.N1=C(C=CC=C1)CCl (2-picolylchloride hydrochloride). Run in [Cl-].[Na+].O (brine), O (water), CN(C)C=O (DMF). Yields the product COC(C(OCC1=NC=CC=C1)C)OC (2-[(2,2-Dimethoxy-1-methylethoxy)methyl]pyridine). The yield is 45.7%. As a reaction SMILES: [H-].[Na+].[CH3:3][O:4][CH:5]([O:9][CH3:10])[CH:6]([OH:8])[CH3:7].Cl.[N:12]1[CH:17]=[CH:16][CH:15]=[CH:14][C:13]=1[CH2:18]Cl.C(OCC)C>CN(C=O)C.[Cl-].[Na+].O.O>[CH3:3][O:4][CH:5]([O:9][CH3:10])[CH:6]([CH3:7])[O:8][CH2:18][C:13]1[CH:14]=[CH:15][CH:16]=[CH:17][N:12]=1 |f:0.1,3.4,7.8.9|. Procedure: Sodium hydride (1.80 g, 45.0 mmol, 60% dispersion in mineral oil) was added slowly to a solution of 1,1-dimethoxypropan-2-ol (2.16 g, 18.0 mmol) (Prepared according to the method described by Hunter et al. Tetrahedron, 1994, 50, 871-888.) in DMF (25 mL) immersed in an ice bath. After the addition was complete, the ice bath was removed to allow the solution to warm to r.t. Then the reaction flask was placed in an ice bath and 2-picolylchloride hydrochloride (2.95 g, 18.0 mmol) was slowly added. A... Reactants: OC1=CC=C(C=C1)CCCN1C=NC=C1 (1-[3-(4-hydroxyphenyl)propyl]imidazole), ClCC=1N=C(OC1)C=1SC2=C(C1)C=C(C=C2)C2=CC=CC=C2 (4-chloromethyl-2-(5-phenyl-2-benzothienyl)oxazole). Yields the product N1(C=NC=C1)CCCC1=CC=C(OCC=2N=C(OC2)C=2SC3=C(C2)C=C(C=C3)C3=CC=CC=C3)C=C1 (4-[4-[3-(1-imidazolyl)propyl]phenoxymethyl]-2-(5-phenyl-2-benzothienyl)oxazole). Reaction SMILES: [OH:1][C:2]1[CH:7]=[CH:6][C:5]([CH2:8][CH2:9][CH2:10][N:11]2[CH:15]=[CH:14][N:13]=[CH:12]2)=[CH:4][CH:3]=1.Cl[CH2:17][C:18]1[N:19]=[C:20]([C:23]2[S:24][C:25]3[CH:31]=[CH:30][C:29]([C:32]4[CH:37]=[CH:36][CH:35]=[CH:34][CH:33]=4)=[CH:28][C:26]=3[CH:27]=2)[O:21][CH:22]=1>>[N:11]1([CH2:10][CH2:9][CH2:8][C:5]2[CH:6]=[CH:7][C:2]([O:1][CH2:17][C:18]3[N:19]=[C:20]([C:23]4[S:24][C:25]5[CH:31]=[CH:30][C:29]([C:32]6[CH:33]=[CH:34][CH:35]=[CH:36][CH:37]=6)=[CH:28][C:26]=5[CH:27]=4)[O:21][CH:22]=3)=[CH:3][CH:4]=2)[CH:15]=[CH:14][N:13]=[CH:12]1. Reported procedure: In substantially the same manner as in Working Example 109, 1-[3-(4-hydroxyphenyl)propyl]imidazole was allowed to react with 4-chloromethyl-2-(5-phenyl-2-benzothienyl)oxazole to give 4-[4-[3-(1-imidazolyl)propyl]phenoxymethyl]-2-(5-phenyl-2-benzothienyl)oxazole. The yield was 67%. Recrystallization from ethyl acetate-hexane gave colorless prisms, mp 168-169° C. Yield: 67.0%. The reactants are CC[O-], CCO, CCOC(=O)N=S(C)(=O)c1ccc(Nc2ncc(-c3nnnn3C)c(NC3CCCCC3)n2)cc1, [Cl-], [Na+], [Na+]. Yields the product Cn1nnnc1-c1cnc(Nc2ccc(S(C)(=N)=O)cc2)nc1NC1CCCCC1. Reaction SMILES: [CH3:37][CH2:38][O-:39].[CH3:42][CH2:43][OH:44].[CH:1]1([NH:7][c:8]2[n:9][c:10]([NH:20][c:21]3[cH:22][cH:23][c:24]([S:27](=[O:28])(=[N:29][C:30]([O:31][CH2:32][CH3:33])=[O:34])[CH3:35])[cH:25][cH:26]3)[n:11][cH:12][c:13]2-[c:14]2[n:15][n:16][n:17][n:18]2[CH3:19])[CH2:2][CH2:3][CH2:4][CH2:5][CH2:6]1.[Cl-:40].[Na+:36].[Na+:41]>>[CH:1]1([NH:7][c:8]2[n:9][c:10]([NH:20][c:21]3[cH:22][cH:23][c:24]([S:27](=[O:28])(=[NH:29])[CH3:35])[cH:25][cH:26]3)[n:11][cH:12][c:13]2-[c:14]2[n:15][n:16][n:17][n:18]2[CH3:19])[CH2:2][CH2:3][CH2:4][CH2:5][CH2:6]1.